Dataset: the Open Reaction Database (ORD), a public repository of structured organic reaction records. Task: describe an organic reaction: reactants, conditions, products, and yield Reactants: CCCC(=O)c1cnc2c(C(=O)OC)cccc2c1Cl, Cc1ccccc1N, C1COCCO1. Yields the product CCCC(=O)c1cnc2c(C(=O)OC)cccc2c1Nc1ccccc1C. Reaction SMILES: [C:1]([CH2:2][CH2:3][CH3:4])(=[O:5])[c:6]1[cH:7][n:8][c:9]2[c:10]([C:17](=[O:18])[O:19][CH3:20])[cH:11][cH:12][cH:13][c:14]2[c:15]1[Cl:16].[CH3:21][c:22]1[c:23]([NH2:24])[cH:25][cH:26][cH:27][cH:28]1.[O:29]1[CH2:30][CH2:31][O:32][CH2:33][CH2:34]1>>[C:1]([CH2:2][CH2:3][CH3:4])(=[O:5])[c:6]1[cH:7][n:8][c:9]2[c:10]([C:17](=[O:18])[O:19][CH3:20])[cH:11][cH:12][cH:13][c:14]2[c:15]1[NH:24][c:23]1[c:22]([CH3:21])[cH:28][cH:27][cH:26][cH:25]1. The reactants are CC1=NC=CC(=C1)CCN1C(C2=CC=CC=C2C1=O)=O (2-[2-(2-methyl-pyridin-4-yl)-ethyl]-isoindole-1,3-dione). Run in C(C)O (ethanol). Conditions: time 8 hour. The product is CC1=NC=CC(=C1)CCN (2-(2-Methyl-pyridin-4-yl)-ethylamine). As a reaction SMILES: [CH3:1][C:2]1[CH:7]=[C:6]([CH2:8][CH2:9][N:10]2C(=O)C3C(=CC=CC=3)C2=O)[CH:5]=[CH:4][N:3]=1>C(O)C>[CH3:1][C:2]1[CH:7]=[C:6]([CH2:8][CH2:9][NH2:10])[CH:5]=[CH:4][N:3]=1. Procedure details: A solution of 2-[2-(2-methyl-pyridin-4-yl)-ethyl]-isoindole-1,3-dione (2.58 g, 9.69 mmol) in 20 mL of ethanol was heated to reflux for 5 hours. The reaction was allowed to cool and stirred overnight. The resulting slurry was filtered and the filtrate was concentrated. The residue was dissolved in ethyl acetate and extracted several times with 10% aqueous hydrogen chloride solution. The aqueous layers were combined and neutralized with sodium carbonate and extracted with a mixture of chloroform a... Reactants: C(=O)(C(F)(F)F)O.C(Cl)Cl (TFA DCM), FC1=CC(=C2C=CNC2=C1)C=1N=C(C2=C(N1)C=C(S2)CN2C[C@H]1N(CC2)CCC1)N1CCOCC1 (2-(6-fluoro-1H-indol-4-yl)-6-[(S)-1-(hexahydro-pyrrolo[1,2-a]pyrazin-2-yl)methyl]-4-morpholin-4-yl-thieno-[3,2-d]pyrimidine), Cl.C(C)(C)(C)OC(=O)N1CCC2(CNC2)CC1 (2,7-diaza-spiro[3.5]nonane-7-carboxylic acid tert-butyl ester hydrochloride). Product: C1N(CC12CCNCC2)CC2=CC=1N=C(N=C(C1S2)N2CCOCC2)C2=C1C=CNC1=CC(=C2)F (6-(2,7-Diaza-spiro[3.5]non-2-ylmethyl)-2-(6-fluoro-1H-indol-4-yl)-4-morpholin-4-yl-thieno[3,2-d]pyrimidine), solid. The yield is 49.0%. RXN SMILES: [F:1][C:2]1[CH:10]=[C:9]2[C:5]([CH:6]=[CH:7][NH:8]2)=[C:4]([C:11]2[N:12]=[C:13]([N:30]3[CH2:35][CH2:34][O:33][CH2:32][CH2:31]3)[C:14]3[S:19][C:18]([CH2:20][N:21]4[CH2:26]CN5CCC[C@H]5[CH2:22]4)=[CH:17][C:15]=3[N:16]=2)[CH:3]=1.Cl.C(OC([N:44]1[CH2:52][CH2:51][C:47]2(CNC2)[CH2:46][CH2:45]1)=O)(C)(C)C.C(O)(C(F)(F)F)=O.C(Cl)Cl>>[CH2:26]1[C:47]2([CH2:51][CH2:52][NH:44][CH2:45][CH2:46]2)[CH2:22][N:21]1[CH2:20][C:18]1[S:19][C:14]2[C:13]([N:30]3[CH2:31][CH2:32][O:33][CH2:34][CH2:35]3)=[N:12][C:11]([C:4]3[CH:3]=[C:2]([F:1])[CH:10]=[C:9]4[C:5]=3[CH:6]=[CH:7][NH:8]4)=[N:16][C:15]=2[CH:17]=1 |f:1.2,3.4|. Reported procedure: Prepared according to the method used in the preparation of 2-(6-fluoro-1H-indol-4-yl)-6-[(S)-1-(hexahydro-pyrrolo[1,2-a]pyrazin-2-yl)methyl]-4-morpholin-4-yl-thieno-[3,2-d]pyrimidine using 2,7-diaza-spiro[3.5]nonane-7-carboxylic acid tert-butyl ester hydrochloride in place of (S)-octahydro-pyrrolo[1,2-c]pyrazine, followed by BOC-deprotection using TFA:DCM (1:1). The title compound was obtained as a white solid (29 mg, 49%). The reactants are C(C)OC(CNC=1C2=C(N=CN1)NC(=C2C2=CC=CC=C2)C2=CC=C(C=C2)OCCN(C)C)OCC ((2,2-Diethoxyethyl)-{6-[4-(2-dimethylamino-ethoxy)-phenyl]-5-phenyl-7H-pyrrolo[2,3-d]pyrimidin-4-yl}-amine), C(C)(S)S (ethanedithiol), C1(=CC=CC=C1)C (toluene). Yields the product CN(CCOC1=CC=C(C=C1)C1=C(C2=C(N=CN=C2NCC2SCCS2)N1)C1=CC=CC=C1)C ({6-[4-(2-Dimethylaminoethoxy)-phenyl]-5-phenyl-7H-pyrrolo[2,3-d]pyrimidin-4-yl}-[1,3]dithiolan-2-ylmethyl-amine). Reaction SMILES: C(OC(OCC)C[NH:6][C:7]1[C:8]2[C:15]([C:16]3[CH:21]=[CH:20][CH:19]=[CH:18][CH:17]=3)=[C:14]([C:22]3[CH:27]=[CH:26][C:25]([O:28][CH2:29][CH2:30][N:31]([CH3:33])[CH3:32])=[CH:24][CH:23]=3)[NH:13][C:9]=2[N:10]=[CH:11][N:12]=1)C.[CH:37]([SH:40])([SH:39])[CH3:38].[C:41]1(C)C=CC=C[CH:42]=1>>[CH3:33][N:31]([CH3:32])[CH2:30][CH2:29][O:28][C:25]1[CH:24]=[CH:23][C:22]([C:14]2[NH:13][C:9]3[N:10]=[CH:11][N:12]=[C:7]([NH:6][CH2:38][CH:37]4[S:40][CH2:42][CH2:41][S:39]4)[C:8]=3[C:15]=2[C:16]2[CH:21]=[CH:20][CH:19]=[CH:18][CH:17]=2)=[CH:27][CH:26]=1. Reported procedure: (2,2-Diethoxyethyl)-{6-[4-(2-dimethylamino-ethoxy)-phenyl]-5-phenyl-7H-pyrrolo[2,3-d]pyrimidin-4-yl}-amine (Example 33, Step C; 50 mg, 0.12 mmol) was combined with 12 μl ethanedithiol in 5 ml toluene, then the mixture was heated to reflux for 4 h. After that time the mixture was cooled to rt, concentrated and purified by chromatography on silica gel (CH2Cl2:MeOH=95:5) to give the title compound. 1H-NMR (400 MHz, DMSO-d6) δ 2.21 (s, 6H), 2.61 (t, 2H, J=5.73 Hz), 3.16-3.05 (m, 4H), 3.61 (t, 2H, J=... The reactants are C(C)(C)(C)OC(=O)N1CC(C(C1)OS(=O)(=O)C)OCC(F)(F)F (1-t-butoxycarbonyl-3-(2,2,2-trifluoroethoxy)-4-methylsulfonyloxypyrrolidine), N (ammonia). Run in CO (methanol). Run at temperature 140 celsius, time 10 hour. Yields the product NC1CN(CC1OCC(F)(F)F)C(=O)OC(C)(C)C (3-amino-1-t-butoxycarbonyl-4-(2,2,2-trifluoroethoxy)pyrrolidine). RXN SMILES: [C:1]([O:5][C:6]([N:8]1[CH2:12][CH:11](OS(C)(=O)=O)[CH:10]([O:18][CH2:19][C:20]([F:23])([F:22])[F:21])[CH2:9]1)=[O:7])([CH3:4])([CH3:3])[CH3:2].[NH3:24]>CO>[NH2:24][CH:11]1[CH:10]([O:18][CH2:19][C:20]([F:23])([F:22])[F:21])[CH2:9][N:8]([C:6]([O:5][C:1]([CH3:4])([CH3:3])[CH3:2])=[O:7])[CH2:12]1. Procedure details: A mixture of 3.95 g (0.011 mole) of 1-t-butoxycarbonyl-3-(2,2,2-trifluoroethoxy)-4-methylsulfonyloxypyrrolidine [prepared as described in step (a) above] and 100 ml of methanol containing 20% w/v ammonia was transferred to an autoclave and then stirred at 140° C. for 10 hours. At the end of this time, the solvent was removed by distillation under reduced pressure, and the residue was mixed with a saturated aqueous solution of sodium carbonate and extracted with ethyl acetate. The organic extract... Starting materials: COC(=O)c1cccc(C)c1-c1ccc(C(F)(F)F)cc1, CCO, [Na+], [OH-], O. Product: Cc1cccc(C(=O)O)c1-c1ccc(C(F)(F)F)cc1. RXN SMILES: [CH3:1][c:2]1[cH:3][cH:4][cH:5][c:6]([C:18](=[O:19])[O:20][CH3:21])[c:7]1-[c:8]1[cH:9][cH:10][c:11]([C:14]([F:15])([F:16])[F:17])[cH:12][cH:13]1.[CH3:25][CH2:26][OH:27].[Na+:23].[OH-:22].[OH2:24]>>[CH3:1][c:2]1[cH:3][cH:4][cH:5][c:6]([C:18](=[O:19])[OH:20])[c:7]1-[c:8]1[cH:9][cH:10][c:11]([C:14]([F:15])([F:16])[F:17])[cH:12][cH:13]1. Starting materials: CCCCCCCCCCCCCCCBr, CC#N, c1ccc(P(c2ccccc2)c2ccccc2)cc1. Product: [Br-], CCCCCCCCCCCCCCC[P+](c1ccccc1)(c1ccccc1)c1ccccc1. RXN SMILES: [Br:1][CH2:2][CH2:3][CH2:4][CH2:5][CH2:6][CH2:7][CH2:8][CH2:9][CH2:10][CH2:11][CH2:12][CH2:13][CH2:14][CH2:15][CH3:16].[CH3:36][C:37]#[N:38].[c:17]1([P:23]([c:24]2[cH:25][cH:26][cH:27][cH:28][cH:29]2)[c:30]2[cH:31][cH:32][cH:33][cH:34][cH:35]2)[cH:18][cH:19][cH:20][cH:21][cH:22]1>>[Br-:1].[CH2:2]([CH2:3][CH2:4][CH2:5][CH2:6][CH2:7][CH2:8][CH2:9][CH2:10][CH2:11][CH2:12][CH2:13][CH2:14][CH2:15][CH3:16])[P+:23]([c:17]1[cH:18][cH:19][cH:20][cH:21][cH:22]1)([c:24]1[cH:25][cH:26][cH:27][cH:28][cH:29]1)[c:30]1[cH:31][cH:32][cH:33][cH:34][cH:35]1.